From a dataset of the Open Reaction Database (ORD), a public repository of structured organic reaction records. describe an organic reaction: reactants, conditions, products, and yield Reaction SMILES: [CH3:1][N:2]([CH3:20])[CH:3]1C=CCC[C:4]1([C:14]1[CH:19]=[CH:18][CH:17]=[CH:16][CH:15]=1)[C:9]([O:11][CH2:12][CH3:13])=[O:10].C(O)(=O)C.O.[OH-].[Na+]>C1CCCCC1>[CH3:20][N:2]([CH3:1])[CH2:3][CH:4]([C:14]1[CH:15]=[CH:16][CH:17]=[CH:18][CH:19]=1)[C:9]([O:11][CH2:12][CH3:13])=[O:10] |f:3.4|. The solvent is C1CCCCC1 (cyclohexane). The reactants are [OH-].[Na+] (sodium hydroxide), CN(C1C(CCC=C1)(C(=O)OCC)C1=CC=CC=C1)C (ethyl 2-dimethylamino-1-phenyl-3-cyclohexene-1-carboxylate), O (water), C(C)(=O)O (acetic acid). The product is CN(CC(C(=O)OCC)C1=CC=CC=C1)C (ethyl 3-dimethylamino-2-phenyl-propionate). Procedure details: 13.7 g (0.05 mol) of ethyl 2-dimethylamino-1-phenyl-3-cyclohexene-1-carboxylate (mixture of cis and trans isomers) [ethyl 3-dimethylamino-2-phenylpropionate content (HPLC): 1%], dissolved in 40 ml of cyclohexane, was refluxed with 3.0 g (0.05 mol) of acetic acid for 2 hours. After cooling, 30 ml of water were added. The two-phase mixture was made alkaline with sodium hydroxide solution. The aqueous phase was then separated off. The organic phase was washed with 30 ml of water and concentrated. 1...